Dataset: the Open Reaction Database (ORD), a public repository of structured organic reaction records. Task: describe an organic reaction: reactants, conditions, products, and yield Reactants: [Cl-].C(C)(C)(C)OC(=O)[C@H](CC1=CC=CC=C1)NC(=O)C[N+]12C[C@H](C(CC1)CC2)NC(=NC(=O)C2=NC(=C(N=C2N)N)Cl)N ((S)-1-[((S)-1-tert-butoxycarbonyl-2-phenyl-ethylcarbamoyl)-methyl]-3-[N′-(3,5-diamino-6-chloro-pyrazine-2-carbonyl)-guanidino]-1-azonia-bicyclo-[2.2.2]-octane chloride), [Cl-].C(C)(C)(C)OC(=O)[C@H](CC1=CC=CC=C1)NC(=O)C[N+]12C[C@H](C(CC1)CC2)NC(=NC(=O)C2=NC(=C(N=C2N)N)Cl)N ((S)-1-[((S)-1-tert-butoxycarbonyl-2-phenyl-ethylcarbamoyl)-methyl]-3-[N′-(3,5-diamino-6-chloro-pyrazine-2-carbonyl)-guanidino]-1-azonia-bicyclo-[2.2.2]-octane chloride), Cl (HCl). The solvent is C(C)OCC (diethyl ether). Reaction conditions: time 8 hour. Product: Cl.[Cl-].C(=O)(O)[C@H](CC1=CC=CC=C1)NC(=O)C[N+]12C[C@H](C(CC1)CC2)NC(=NC(=O)C2=NC(=C(N=C2N)N)Cl)N ((S)-1-[((S)-1-Carboxy-2-phenyl-ethylcarbamoyl)-methyl]-3-[N′-(3,5-diamino-6-chloro-pyrazine-2-carbonyl)-guanidino]-1-azonia-bicyclo[2.2.2]octane chloride hydrochloride). Isolated yield 114.9%. As a reaction SMILES: [Cl-:1].C([O:6][C:7]([C@@H:9]([NH:17][C:18]([CH2:20][N+:21]12[CH2:28][CH2:27][CH:24]([CH2:25][CH2:26]1)[C@H:23]([NH:29][C:30]([NH2:43])=[N:31][C:32]([C:34]1[C:39]([NH2:40])=[N:38][C:37]([NH2:41])=[C:36]([Cl:42])[N:35]=1)=[O:33])[CH2:22]2)=[O:19])[CH2:10][C:11]1[CH:16]=[CH:15][CH:14]=[CH:13][CH:12]=1)=[O:8])(C)(C)C.Cl>C(OCC)C>[ClH:42].[Cl-:1].[C:7]([C@@H:9]([NH:17][C:18]([CH2:20][N+:21]12[CH2:28][CH2:27][CH:24]([CH2:25][CH2:26]1)[C@H:23]([NH:29][C:30]([NH2:43])=[N:31][C:32]([C:34]1[C:39]([NH2:40])=[N:38][C:37]([NH2:41])=[C:36]([Cl:42])[N:35]=1)=[O:33])[CH2:22]2)=[O:19])[CH2:10][C:11]1[CH:12]=[CH:13][CH:14]=[CH:15][CH:16]=1)([OH:8])=[O:6] |f:0.1,4.5.6|. Procedure details: A mixture of 140 mg (0.22 mmol) (S)-1-[((S)-1-tert-butoxycarbonyl-2-phenyl-ethylcarbamoyl)-methyl]-3-[N′-(3,5-diamino-6-chloro-pyrazine-2-carbonyl)-guanidino]-1-azonia-bicyclo-[2.2.2]-octane chloride (Intermediate 59) and 6.2 mL (12.4 mmol) HCl (2 M) in diethyl ether is stirred overnight at room temperature. The resulting solid is collected by filtration and washed with diethyl ether. Recrystallization from acetone yields the title compound (78 mg).